From a dataset of the Open Reaction Database (ORD), a public repository of structured organic reaction records. describe an organic reaction: reactants, conditions, products, and yield Reported procedure: A mixture of methyl 2,2-dimethyl-3-phenyl-3-(3-phenyl-1H-indazol-6-yl)propanoate (45 mg, 0.12 mmol), lithium hydroxide monohydrate (50 mg, 1.2 mmol), water (2 mL), and dioxane (4 mL) was stirred at 110° C. overnight. The mixture was cooled to rt and partitioned between water (5 mL) and diethyl ether (10 mL). The ether layer was extracted with water (10 mL). The combined aqueous solutions were acidified with 6N hydrochloric acid, extracted with ethyl acetate (15 mL), washed with brine (10 mL), dr... Reaction SMILES: [CH3:1][C:2]([CH3:29])([CH:7]([C:23]1[CH:28]=[CH:27][CH:26]=[CH:25][CH:24]=1)[C:8]1[CH:16]=[C:15]2[C:11]([C:12]([C:17]3[CH:22]=[CH:21][CH:20]=[CH:19][CH:18]=3)=[N:13][NH:14]2)=[CH:10][CH:9]=1)[C:3]([O:5]C)=[O:4].O.[OH-].[Li+].O>O1CCOCC1>[CH3:1][C:2]([CH3:29])([CH:7]([C:23]1[CH:28]=[CH:27][CH:26]=[CH:25][CH:24]=1)[C:8]1[CH:16]=[C:15]2[C:11]([C:12]([C:17]3[CH:18]=[CH:19][CH:20]=[CH:21][CH:22]=3)=[N:13][NH:14]2)=[CH:10][CH:9]=1)[C:3]([OH:5])=[O:4] |f:1.2.3|. Yields the product CC(C(=O)O)(C(C1=CC=C2C(=NNC2=C1)C1=CC=CC=C1)C1=CC=CC=C1)C (2,2-dimethyl-3-phenyl-3-(3-phenyl-1H-indazol-6-yl)propanoic acid). Conditions: temperature 110 celsius, time 8 hour. The reactants are CC(C(=O)OC)(C(C1=CC=C2C(=NNC2=C1)C1=CC=CC=C1)C1=CC=CC=C1)C (methyl 2,2-dimethyl-3-phenyl-3-(3-phenyl-1H-indazol-6-yl)propanoate), O.[OH-].[Li+] (lithium hydroxide monohydrate), O (water). The yield is 100.0%. The solvent is O1CCOCC1 (dioxane).